This data is from the Open Reaction Database (ORD), a public repository of structured organic reaction records. The task is: describe an organic reaction: reactants, conditions, products, and yield Reactants: NCCCc1nc(N2CCN(c3ccc(Br)cc3)CC2)nc2c1SCC2, CN(C)C1CCCCC1N, I[Cu]I, [I-], [Na+], C1COCCO1. The product is NCCCc1nc(N2CCN(c3ccc(I)cc3)CC2)nc2c1SCC2. As a reaction SMILES: [Br:1][c:2]1[cH:3][cH:4][c:5]([N:8]2[CH2:9][CH2:10][N:11]([c:14]3[n:15][c:16]([CH2:23][CH2:24][CH2:25][NH2:26])[c:17]4[c:18]([n:19]3)[CH2:20][CH2:21][S:22]4)[CH2:12][CH2:13]2)[cH:6][cH:7]1.[CH3:29][N:30]([CH3:31])[CH:32]1[CH2:33][CH2:34][CH2:35][CH2:36][CH:37]1[NH2:38].[Cu:45]([I:46])[I:47].[I-:28].[Na+:27].[O:39]1[CH2:40][CH2:41][O:42][CH2:43][CH2:44]1>>[c:2]1([I:28])[cH:3][cH:4][c:5]([N:8]2[CH2:9][CH2:10][N:11]([c:14]3[n:15][c:16]([CH2:23][CH2:24][CH2:25][NH2:26])[c:17]4[c:18]([n:19]3)[CH2:20][CH2:21][S:22]4)[CH2:12][CH2:13]2)[cH:6][cH:7]1. Reactants: C(C#C)(=O)OC (methyl propiolate), C(CCC)[Li] (n-butyllithium), CSC1=CC=C(C=O)C=C1 (4-(methylthio)benzaldehyde), [Cl-].[NH4+] (ammonium chloride). The solvent is O1CCCC1 (tetrahydrofuran), O1CCCC1 (tetrahydrofuran). Reaction conditions: time 10 minute. The product is OC(C#CC(=O)OC)C1=CC=C(C=C1)SC (methyl 4-hydroxy-4-[4-(methylthio)phenyl]-2-butynoate). As a reaction SMILES: [C:1]([O:5][CH3:6])(=[O:4])[C:2]#[CH:3].C([Li])CCC.[CH3:12][S:13][C:14]1[CH:21]=[CH:20][C:17]([CH:18]=[O:19])=[CH:16][CH:15]=1.[Cl-].[NH4+]>O1CCCC1>[OH:19][CH:18]([C:17]1[CH:20]=[CH:21][C:14]([S:13][CH3:12])=[CH:15][CH:16]=1)[C:3]#[C:2][C:1]([O:5][CH3:6])=[O:4] |f:3.4|. Procedure: A solution of 8.4 ml (0.1 mol) of methyl propiolate in 100 ml of tetrahydrofuran was treated at -78° under argon with 69 ml of n-butyllithium (1.6M in hexane). The mixture was stirred at -78° for 10 minutes and then a solution of 13 ml (0.1 mol) of 4-(methylthio)benzaldehyde in 100 ml of tetrahydrofuran was added within 40 minutes. The reaction mixture was stirred at -78° for a further 20 minutes, then brought to room temperature and treated with 150 ml of saturated ammonium chloride solution. T... Isolated yield 84.2%. Starting materials: [H-].[Al+3].[Li+].[H-].[H-].[H-] (Lithium aluminum hydride), N1N=CC2=CC(=CC=C12)OC1CCC(CC1)C(=O)OCC (ethyl 4-(1H-indazol-5-yloxy)cyclohexanecarboxylate), O (water), [OH-].[Na+] (sodium hydroxide), O (water). Yields the product N1N=CC2=CC(=CC=C12)OC1CCC(CC1)CO ([4-(1H-indazol-5-yloxy)cyclohexyl]methanol). Reaction SMILES: [H-].[Al+3].[Li+].[H-].[H-].[H-].[NH:7]1[C:15]2[C:10](=[CH:11][C:12]([O:16][CH:17]3[CH2:22][CH2:21][CH:20]([C:23](OCC)=[O:24])[CH2:19][CH2:18]3)=[CH:13][CH:14]=2)[CH:9]=[N:8]1.O.[OH-].[Na+]>O1CCCC1>[NH:7]1[C:15]2[C:10](=[CH:11][C:12]([O:16][CH:17]3[CH2:18][CH2:19][CH:20]([CH2:23][OH:24])[CH2:21][CH2:22]3)=[CH:13][CH:14]=2)[CH:9]=[N:8]1 |f:0.1.2.3.4.5,8.9|. Reported procedure: Lithium aluminum hydride (52 mg, 1.39 mmol) was added to a solution of the ethyl 4-(1H-indazol-5-yloxy)cyclohexanecarboxylate (100 mg, 0.347 mmol) obtained in Example 367 in tetrahydrofuran (2 ml), and the resulting mixture was refluxed. After 2 hours, water (52 μl), a 2M-aqueous sodium hydroxide solution (0.104 ml) and then water (0.156 ml) were added to the reaction mixture, and the resulting solution was filtered by the use of Celite. The filtrate was concentrated under reduced pressure, and ... The solvent is O1CCCC1 (tetrahydrofuran). Reaction conditions: time 2 hour. Starting materials: FC(C=1C=2N(C=C(C1)C1=CC=C(C=C1)C(F)(F)F)C(=CN2)C(=O)O)(F)F (8-trifluoromethyl-6-(4-trifluoromethyl-phenyl)-imidazo[1,2-a]pyridine-3-carboxylic acid), ONC(C1=CC(=CC=C1)S(N)(=O)=O)=N (N-hydroxy-3-sulfamoyl-benzamidine). The product is FC(C=1C=2N(C=C(C1)C1=CC=C(C=C1)C(F)(F)F)C(=CN2)C2=NC(=NO2)C=2C=C(C=CC2)S(=O)(=O)N)(F)F (3-{5-[8-Trifluoromethyl-6-(4-trifluoromethyl-phenyl)-imidazo[1,2-a]pyridin-3-yl]-[1,2,4]oxadiazol-3-yl}-benzenesulfonamide). As a reaction SMILES: [F:1][C:2]([F:26])([F:25])[C:3]1[C:4]2[N:5]([C:19]([C:22](O)=[O:23])=[CH:20][N:21]=2)[CH:6]=[C:7]([C:9]2[CH:14]=[CH:13][C:12]([C:15]([F:18])([F:17])[F:16])=[CH:11][CH:10]=2)[CH:8]=1.O[NH:28][C:29](=[NH:40])[C:30]1[CH:35]=[CH:34][CH:33]=[C:32]([S:36](=[O:39])(=[O:38])[NH2:37])[CH:31]=1>>[F:26][C:2]([F:1])([F:25])[C:3]1[C:4]2[N:5]([C:19]([C:22]3[O:23][N:40]=[C:29]([C:30]4[CH:31]=[C:32]([S:36]([NH2:37])(=[O:38])=[O:39])[CH:33]=[CH:34][CH:35]=4)[N:28]=3)=[CH:20][N:21]=2)[CH:6]=[C:7]([C:9]2[CH:14]=[CH:13][C:12]([C:15]([F:17])([F:18])[F:16])=[CH:11][CH:10]=2)[CH:8]=1. Procedure: The title compound was prepared from 8-trifluoromethyl-6-(4-trifluoromethyl-phenyl)-imidazo[1,2-a]pyridine-3-carboxylic acid (example C.32) (187 mg, 0.5 mmol) and N-hydroxy-3-sulfamoyl-benzamidine [CAS-No. 9000-88-7] (161 mg, 0.75 mmol) according to general procedure II. Obtained after purification by column chromatography (dichloromethane/MeOH/NH4OH) and crystallization (dichloromethane) as an off-white solid (117 mg, 42%). MS (ISN) 552.0 [(M−H)−]; mp 297° C. The reactants are C#CC1(O)C(C)CC(OC(C)=O)CC1(C)C, Cc1ccccc1C, O. The product is C#CC1=C(C)CC(OC(C)=O)CC1(C)C. Reaction SMILES: [C:1]([CH3:2])(=[O:3])[O:4][CH:5]1[CH2:6][C:7]([CH3:15])([CH3:16])[C:8]([OH:12])([C:13]#[CH:14])[CH:9]([CH3:11])[CH2:10]1.[CH3:18][c:19]1[c:20]([CH3:21])[cH:22][cH:23][cH:24][cH:25]1.[OH2:17]>>[C:1]([CH3:2])(=[O:3])[O:4][CH:5]1[CH2:6][C:7]([CH3:15])([CH3:16])[C:8]([C:13]#[CH:14])=[C:9]([CH3:11])[CH2:10]1. The reactants are ClC1=C(OCCCCCCSC=2SCC(N2)=O)C=CC(=C1)OC (2-{[6-(2-chloro-4-methoxyphenoxy)hexyl]thio}-4,5-dihydrothiazol-4-one), C(C)C=1NC=CN1 (2-ethylimidazole), [OH-].[Na+] (sodium hydroxide). Solvent: CN(C)C=O (DMF). Reaction conditions: time 4 day. The product is ClC1=C(OCCCCCCN2C(=NC=C2)CC)C=CC(=C1)OC (1-[6-(2-chloro-4-methoxyphenoxy) hexyl]-2-ethylimidazole). Reaction SMILES: [Cl:1][C:2]1[CH:21]=[C:20]([O:22][CH3:23])[CH:19]=[CH:18][C:3]=1[O:4][CH2:5][CH2:6][CH2:7][CH2:8][CH2:9][CH2:10]SC1SCC(=O)N=1.[CH2:24]([C:26]1[NH:27][CH:28]=[CH:29][N:30]=1)[CH3:25].[OH-].[Na+]>CN(C=O)C>[Cl:1][C:2]1[CH:21]=[C:20]([O:22][CH3:23])[CH:19]=[CH:18][C:3]=1[O:4][CH2:5][CH2:6][CH2:7][CH2:8][CH2:9][CH2:10][N:27]1[CH:28]=[CH:29][N:30]=[C:26]1[CH2:24][CH3:25] |f:2.3|. Reported procedure: Stir at room temperature for four days 2 gms. of the iodide prepared in Examples 2 or 3, 2 gms. of 2-ethylimidazole, 2.5 ml. DMF and 0.4 gm sodium hydroxide in a reaction flask. Remove the solvent and partition with water/methylene chloride. Elute on a silica column with 100% methylene chloride and then lot methanol to yield the title compound. MS:m/z 337 (M+) H1 -NMR-200 mHz, δH (CDCl3), 1.34 (3H,t,J 7.5 Hz), 1.3-1.65 (4H,m), 1.70-1.90 (4H,m) 2.66 (2H,q,J 7.5 Hz), 3.75 (3H,s), 3.83 (2H,t,J 7 Hz... Product: OC1=CC=C(C=C1)C1=CC(=NN1C1=CC=C(C=C1)OC)NC(N(C)C)=O (N′-[5-(4-hydroxyphenyl)-1-(4-methoxyphenyl)-1H-pyrazol-3-yl]-N,N-dimethylurea). RXN SMILES: C([O:8][C:9]1[CH:14]=[CH:13][C:12]([C:15]2[N:19]([C:20]3[CH:25]=[CH:24][C:23]([O:26][CH3:27])=[CH:22][CH:21]=3)[N:18]=[C:17]([NH:28][C:29](=[O:33])[N:30]([CH3:32])[CH3:31])[CH:16]=2)=[CH:11][CH:10]=1)C1C=CC=CC=1.C([O-])=O.[NH4+]>CCO.C1COCC1.O.[Pd]>[OH:8][C:9]1[CH:10]=[CH:11][C:12]([C:15]2[N:19]([C:20]3[CH:25]=[CH:24][C:23]([O:26][CH3:27])=[CH:22][CH:21]=3)[N:18]=[C:17]([NH:28][C:29](=[O:33])[N:30]([CH3:32])[CH3:31])[CH:16]=2)=[CH:13][CH:14]=1 |f:1.2|. Yield: 58.6%. Reactants: C(C1=CC=CC=C1)OC1=CC=C(C=C1)C1=CC(=NN1C1=CC=C(C=C1)OC)NC(N(C)C)=O (N′-[5-[4-(benzyloxy)phenyl]-1-(4-methoxy-phenyl)-1H-pyrazol-3-yl]-N,N-dimethylurea), C(=O)[O-].[NH4+] (ammonium formate). Procedure: To a solution of N′-[5-[4-(benzyloxy)phenyl]-1-(4-methoxy-phenyl)-1H-pyrazol-3-yl]-N,N-dimethylurea (1.19 g) in EtOH (10 ml) and THF (10 ml) were added a solution of ammonium formate (509 mg) in H2O (2 ml) and 10% Pd-C 50% wet (150 mg). The mixture was refluxed for 1 hour. The catalyst was filtered off through a celite pad and the pad was washed with EtOH. The filtrate and combined washings were concentrated in vacuo. To the residue were added AcOEt and H2O. White precipitates were appeared and ... Run in CCO (EtOH), C1CCOC1 (THF), O (H2O), [Pd] (Pd-C).